From a dataset of the Open Reaction Database (ORD), a public repository of structured organic reaction records. describe an organic reaction: reactants, conditions, products, and yield Reactants: NC1=CC=CC=C1 (aniline), C(CCC)N(CCCC)CCCC (tributylamine), ClCC(=O)Cl (chloracetyl chloride), C(CC#N)#N (malononitrile). The solvent is CN(C)C=O (DMF), O (water). Conditions: temperature 0 celsius, time 30 minute. Yields the product NC=1N(CC(C1C#N)=O)C1=CC=CC=C1 (2-Amino-3-cyano-1-phenylpyrrolin-4-one). As a reaction SMILES: [C:1](#[N:5])[CH2:2][C:3]#[N:4].C(N(CCCC)CCCC)CCC.Cl[CH2:20][C:21](Cl)=[O:22].[NH2:24][C:25]1[CH:30]=[CH:29][CH:28]=[CH:27][CH:26]=1>CN(C=O)C.O>[NH2:4][C:3]1[N:24]([C:25]2[CH:30]=[CH:29][CH:28]=[CH:27][CH:26]=2)[CH2:20][C:21](=[O:22])[C:2]=1[C:1]#[N:5]. Reported procedure: 26.4 g of malononitrile were dissolved in 150 ml of DMF and cooled to 0° C. While cooling, 148 g of tributylamine and 45 g of chloracetyl chloride were simultaneously added dropwise to this, and the mixture was stirred at room temperature for 30 minutes. 42 g of aniline were then added to the mixture, which was stirred at 80° C. for 15 hours and then 200 g of water were added. After cooling to room temperature, the organic phase was separated off and digested with dichloromethane. The precipitat...